Dataset: the Open Reaction Database (ORD), a public repository of structured organic reaction records. Task: describe an organic reaction: reactants, conditions, products, and yield Starting materials: BrBr (bromine), O (water), [N+](=O)([O-])C1=C(N)C=CC=C1 (o-nitroaniline), [S-]C#N.[NH4+] (ammonium thiocyanate). Solvent: C(C)(=O)O (acetic acid), C(C)(=O)O (acetic acid). Conditions: time 4 hour. Product: [N+](=O)([O-])C1=C(N)C=CC(=C1)SC#N (2-Nitro-4-thiocyanoaniline). As a reaction SMILES: [N+:1]([C:4]1[CH:10]=[CH:9][CH:8]=[CH:7][C:5]=1[NH2:6])([O-:3])=[O:2].[S-:11][C:12]#[N:13].[NH4+].BrBr.O>C(O)(=O)C>[N+:1]([C:4]1[CH:10]=[C:9]([S:11][C:12]#[N:13])[CH:8]=[CH:7][C:5]=1[NH2:6])([O-:3])=[O:2] |f:1.2|. Procedure details: To a well-stirred mixture of 108 g of o-nitroaniline and 128 g of ammonium thiocyanate in 400 ml of acetic acid there is added dropwise a solution of 128 g of bromine in 160 ml of acetic acid below 20° C. The mixture is stirred for 4 hours at room temperature and then poured into 4 liters of water. The resulting solid is filtered off and crystallized from ethanol to yield 86.7 g, m.p. 111°-114° C. Reactants: NC1=CC=C(C=C1)SC1=CC=NC2=CC=CC=C12 (4-(4-aminophenylthio)quinoline), ClC1=C(C=C(C=C1)N=C=S)C(F)(F)F (4-chloro-3-trifluoromethylphenylisothiocyanate). Product: N1=CC=C(C2=CC=CC=C12)SC1=CC=C(C=C1)NC(=S)NC1=CC(=C(C=C1)Cl)C(F)(F)F (1-[4-(4-Quinolylthio)phenyl]-3-(4-chloro-3-trifluoromethylphenyl)thiourea). Yield: 0.1%. RXN SMILES: [NH2:1][C:2]1[CH:7]=[CH:6][C:5]([S:8][C:9]2[C:18]3[C:13](=[CH:14][CH:15]=[CH:16][CH:17]=3)[N:12]=[CH:11][CH:10]=2)=[CH:4][CH:3]=1.[Cl:19][C:20]1[CH:25]=[CH:24][C:23]([N:26]=[C:27]=[S:28])=[CH:22][C:21]=1[C:29]([F:32])([F:31])[F:30]>>[N:12]1[C:13]2[C:18](=[CH:17][CH:16]=[CH:15][CH:14]=2)[C:9]([S:8][C:5]2[CH:4]=[CH:3][C:2]([NH:1][C:27]([NH:26][C:23]3[CH:24]=[CH:25][C:20]([Cl:19])=[C:21]([C:29]([F:32])([F:30])[F:31])[CH:22]=3)=[S:28])=[CH:7][CH:6]=2)=[CH:10][CH:11]=1. Procedure: 4-(4-aminophenylthio)quinoline (3.9 moles, 1.0 g) and 4-chloro-3-trifluoromethylphenylisothiocyanate (3.9 moles, 0.92 g) were reacted according to procedure A to yield of the title compound 1.06 g, 56%. Mass spec (FD) 490. Calculated for C23H15ClF3N3S2 : C, 56.38; H, 3.09, N, 8.58. Found: C, 56.60; H, 3.11; N, 8.42. The reactants are complex, C=CC(C)=C (isoprene), [Mg] (magnesium), [Si](C)(C)(C)Cl (Me3SiCl), Cl (HCl), C1(CCCCC1)=O (cyclohexanone). Run in C1CCOC1 (THF). Reaction conditions: temperature -78 celsius, time 1 hour. The product is 1-(2-methyl-1-trimethylsilymethyl-2-propenyl)cyclohexanol, CC(C=C)(C[Si](C)(C)C)C1(CCCCC1)O (1-(1-methyl-1-trimethylsilylmethyl-2-propenyl)cyclohexanol). As a reaction SMILES: [CH2:1]=[CH:2][C:3](=[CH2:5])[CH3:4].[Mg].[Si:7](Cl)([CH3:10])([CH3:9])[CH3:8].[C:12]1(=[O:18])[CH2:17][CH2:16][CH2:15][CH2:14][CH2:13]1.Cl>C1COCC1>[CH3:5][C:3]([C:12]1([OH:18])[CH2:17][CH2:16][CH2:15][CH2:14][CH2:13]1)([CH2:4][Si:7]([CH3:10])([CH3:9])[CH3:8])[CH:2]=[CH2:1]. Reported procedure: In a typical regioselective reaction of an unsymmetrical (2-butene-1,4-diyl)magnesium complex, a THF solution of the complex (20 mL) prepared from isoprene (0.281 g, 2.06 mmol, technical grade) and activated magnesium (3.44 mmol) was cooled to -78° C. Me3SiCl (0.171 g, 1.57 mmol) was added via a disposable syringe. The reaction mixture was stirred at -78° C. for 1 hour, and then it was gradually warmed to 0° C. Excess cyclohexanone (0.278 g, 2.83 mmol) was added at 0° C. The reaction mixture was... Reaction conditions: time 1 hour. The reactants are CC1=C(C(=NN1C1OCCCC1)C(F)(F)F)C1=CC=C(C=C1)CC#N ({4-[5-Methyl-1-(tetrahydro-pyran-2-yl)-3-trifluoromethyl-1H-pyrazol-4-yl]-phenyl}-acetonitrile), Cl (HCl). Product: CC1=C(C(=NN1)C(F)(F)F)C1=CC=C(C=C1)CC#N ([4-(5-Methyl-3-trifluoromethyl-1H-pyrazol-4-yl)-phenyl]-acetonitrile). Reaction SMILES: [CH3:1][C:2]1[N:6](C2CCCCO2)[N:5]=[C:4]([C:13]([F:16])([F:15])[F:14])[C:3]=1[C:17]1[CH:22]=[CH:21][C:20]([CH2:23][C:24]#[N:25])=[CH:19][CH:18]=1.Cl>C(OCC)(=O)C>[CH3:1][C:2]1[NH:6][N:5]=[C:4]([C:13]([F:16])([F:15])[F:14])[C:3]=1[C:17]1[CH:22]=[CH:21][C:20]([CH2:23][C:24]#[N:25])=[CH:19][CH:18]=1. Procedure: To {4-[5-Methyl-1-(tetrahydro-pyran-2-yl)-3-trifluoromethyl-1H-pyrazol-4-yl]-phenyl}-acetonitrile (Example 8B) (35 mg, 0.1 mmol, 1.0 equiv) in ethyl acetate (1 ml) was added HCl in ethyl acetate (1 ml) and the mixture was stirred for 1 hour. The solvents were removed under reduced pressure and the title compound was purified by column chromatography (SiO2) eluting with a linear gradient (0→30% ethyl acetate-petrol) 16 mg (60%); LCMS (PS-A) Rt 2.85 min [M+H]+ 266. The solvent is C(C)(=O)OCC (ethyl acetate), C(C)(=O)OCC (ethyl acetate). Starting materials: O=C(O)C(=O)N1CCC(Cc2ccccc2)CC1, CS(=O)(=O)Nc1ccc(N)cc1, O. Yields the product CS(=O)(=O)Nc1ccc(NC(=O)C(=O)N2CCC(Cc3ccccc3)CC2)cc1. As a reaction SMILES: [CH2:1]([c:2]1[cH:3][cH:4][cH:5][cH:6][cH:7]1)[CH:8]1[CH2:9][CH2:10][N:11]([C:14]([C:15](=[O:16])[OH:17])=[O:18])[CH2:12][CH2:13]1.[NH2:19][c:20]1[cH:21][cH:22][c:23]([NH:26][S:27](=[O:28])(=[O:29])[CH3:30])[cH:24][cH:25]1.[OH2:31]>>[CH2:1]([c:2]1[cH:3][cH:4][cH:5][cH:6][cH:7]1)[CH:8]1[CH2:9][CH2:10][N:11]([C:14]([C:15](=[O:17])[NH:19][c:20]2[cH:21][cH:22][c:23]([NH:26][S:27](=[O:28])(=[O:29])[CH3:30])[cH:24][cH:25]2)=[O:18])[CH2:12][CH2:13]1.